describe an organic reaction: reactants, conditions, products, and yield From a dataset of the Open Reaction Database (ORD), a public repository of structured organic reaction records. The reactants are COC(=O)C1CCOc2cc(Oc3ccc(C(=O)Nc4cccc(-c5ccc(C)c(C)c5)c4)cc3)c(C#N)cc21, C1CCOC1, Cl, C1COCCO1. The product is Cc1ccc(-c2cccc(NC(=O)c3ccc(Oc4cc5c(cc4C#N)C(C(=O)O)CCO5)cc3)c2)cc1C. As a reaction SMILES: [C:1](#[N:2])[c:3]1[cH:4][c:5]2[c:10]([cH:11][c:12]1[O:13][c:14]1[cH:15][cH:16][c:17]([C:20]([NH:21][c:22]3[cH:23][c:24](-[c:28]4[cH:29][c:30]([CH3:35])[c:31]([CH3:34])[cH:32][cH:33]4)[cH:25][cH:26][cH:27]3)=[O:36])[cH:18][cH:19]1)[O:9][CH2:8][CH2:7][CH:6]2[C:37](=[O:38])[O:39][CH3:40].[CH2:48]1[O:49][CH2:50][CH2:51][CH2:52]1.[ClH:41].[O:42]1[CH2:43][CH2:44][O:45][CH2:46][CH2:47]1>>[C:1](#[N:2])[c:3]1[cH:4][c:5]2[c:10]([cH:11][c:12]1[O:13][c:14]1[cH:15][cH:16][c:17]([C:20]([NH:21][c:22]3[cH:23][c:24](-[c:28]4[cH:29][c:30]([CH3:35])[c:31]([CH3:34])[cH:32][cH:33]4)[cH:25][cH:26][cH:27]3)=[O:36])[cH:18][cH:19]1)[O:9][CH2:8][CH2:7][CH:6]2[C:37](=[O:38])[OH:39]. Reactants: FC1=C(C=CC=C1)C1=C(C=NC=C1)N(C(C1=CC(=NC(=C1)C(F)(F)F)C(F)(F)F)=O)CC(=O)OC (Methyl 2-(N-(4-(2-fluorophenyl)pyridin-3-yl)-2,6-bis(trifluoromethyl)isonicotinamido)acetate), CS(=O)(=O)C=1C=C(C(=O)O)C=C(C1)C(F)(F)F (3-methanesulfonyl-5-trifluoromethyl-benzoic acid). Product: COC(CN(C(C1=CC(=CC(=C1)C(F)(F)F)S(=O)(=O)C)=O)C=1C=NC=CC1C1=C(C=CC=C1)F)=O ([[4-(2-Fluoro-phenyl)-pyridin-3-yl]-(3-methanesulfonyl-5-trifluoromethyl-benzoyl)-amino]-acetic acid methyl ester). As a reaction SMILES: [F:1][C:2]1[CH:7]=[CH:6][CH:5]=[CH:4][C:3]=1[C:8]1[CH:13]=[CH:12][N:11]=[CH:10][C:9]=1[N:14]([CH2:31][C:32]([O:34][CH3:35])=[O:33])[C:15](=[O:30])[C:16]1[CH:21]=[C:20]([C:22](F)(F)F)N=[C:18]([C:26]([F:29])([F:28])[F:27])[CH:17]=1.[CH3:36][S:37](C1C=C(C=C(C(F)(F)F)C=1)C(O)=O)(=[O:39])=[O:38]>>[CH3:35][O:34][C:32](=[O:33])[CH2:31][N:14]([C:9]1[CH:10]=[N:11][CH:12]=[CH:13][C:8]=1[C:3]1[CH:4]=[CH:5][CH:6]=[CH:7][C:2]=1[F:1])[C:15](=[O:30])[C:16]1[CH:17]=[C:18]([C:26]([F:27])([F:29])[F:28])[CH:22]=[C:20]([S:37]([CH3:36])(=[O:39])=[O:38])[CH:21]=1. Reported procedure: The title compound was prepared in analogy to example 90, from [4-(2-fluoro-phenyl)-pyridin-3-ylamino]-acetic acid methyl ester (example 196, intermediate) and 3-methanesulfonyl-5-trifluoromethyl-benzoic acid (280 mg, 1.05 mmol, example 114, intermediate a) after a reaction time of 22 hours. The compound was purified by silica gel chromatography on a 20 g column using an MPLC (Flashmaster) system eluting with a gradient of n-heptane:EtOAc (100:0 to 0:100). Light brown foam (323 mg, 61%). MS (ESI... Reactants: CCCC[N+](CCCC)(CCCC)CCCC.[F-] (TBAF), ClC=1C=C(C=NC1OC(C)C)C(=O)O (5-chloro-6-[(1-methylethyl)oxy]-3-pyridinecarboxylic acid), C=1C=CC2=C(C1)N=NN2O (HOBt), FC=1C=C2C(=CNC2=CC1/C(=N/[H])/NO)CCC(=O)OCC (Ethyl 3-{5-fluoro-6-[(Z)-(hydroxyamino)(imino)methyl]-1H-indol-3-yl}propanoate). The solvent is O1CCCC1 (tetrahydrofuran), C(CCl)Cl (EDC), C(C)(=O)OCC (ethyl acetate). Conditions: temperature 120 celsius. The product is ClC=1C=C(C=NC1OC(C)C)C1=NC(=NO1)C1=C(C=C2C(=CNC2=C1)CCC(=O)OCC)F (Ethyl 3-[6-(5-{5-chloro-6-[(1-methylethyl)oxy]-3-pyridinyl}-1,2,4-oxadiazol-3-yl)-5-fluoro-1H-indol-3-yl]propanoate). Yield: 60.8%. As a reaction SMILES: [Cl:1][C:2]1[CH:3]=[C:4]([C:12]([OH:14])=O)[CH:5]=[N:6][C:7]=1[O:8][CH:9]([CH3:11])[CH3:10].C1C=CC2N(O)N=NC=2C=1.[F:25][C:26]1[CH:27]=[C:28]2[C:32](=[CH:33][C:34]=1/[C:35](/[NH:38]O)=[N:36]/[H])[NH:31][CH:30]=[C:29]2[CH2:40][CH2:41][C:42]([O:44][CH2:45][CH3:46])=[O:43].CCCC[N+](CCCC)(CCCC)CCCC.[F-]>O1CCCC1.C(OCC)(=O)C.C(Cl)CCl>[Cl:1][C:2]1[CH:3]=[C:4]([C:12]2[O:14][N:36]=[C:35]([C:34]3[CH:33]=[C:32]4[C:28]([C:29]([CH2:40][CH2:41][C:42]([O:44][CH2:45][CH3:46])=[O:43])=[CH:30][NH:31]4)=[CH:27][C:26]=3[F:25])[N:38]=2)[CH:5]=[N:6][C:7]=1[O:8][CH:9]([CH3:10])[CH3:11] |f:3.4|. Reported procedure: To a solution of 5-chloro-6-[(1-methylethyl)oxy]-3-pyridinecarboxylic acid (210 mg) in tetrahydrofuran (THF) (10 mL) was added EDC (373 mg) and HOBt (298 mg). The mixture was stirred for half an hour. Ethyl 3-{5-fluoro-6-[(Z)-(hydroxyamino)(imino)methyl]-1H-indol-3-yl}propanoate (D155) (286 mg) was then added and the resulting mixture was stirred further for 1 hour. Finally, TBAF (1019 mg) was added to the solution and the reaction vessel was sealed and heated in microwave at 120° C. for two hou... Yields the product CSc1cc(C(F)(F)F)ccc1C(=O)NC1CCCCC1N1CCOCC1. The reactants are BrCCOCCBr, O=C([O-])[O-], CC#N, [K+], [K+], CSc1cc(C(F)(F)F)ccc1C(=O)NC1CCCCC1N. Reaction SMILES: [Br:29][CH2:30][CH2:31][O:32][CH2:33][CH2:34][Br:35].[C:23](=[O:24])([O-:25])[O-:26].[CH3:36][C:37]#[N:38].[K+:27].[K+:28].[NH2:1][CH:2]1[CH:3]([NH:8][C:9]([c:10]2[c:11]([S:20][CH3:21])[cH:12][c:13]([C:16]([F:17])([F:18])[F:19])[cH:14][cH:15]2)=[O:22])[CH2:4][CH2:5][CH2:6][CH2:7]1>>[N:1]1([CH:2]2[CH:3]([NH:8][C:9]([c:10]3[c:11]([S:20][CH3:21])[cH:12][c:13]([C:16]([F:17])([F:18])[F:19])[cH:14][cH:15]3)=[O:22])[CH2:4][CH2:5][CH2:6][CH2:7]2)[CH2:30][CH2:31][O:32][CH2:33][CH2:34]1. Run at time 1 hour. The solvent is ClCCl (dichloromethane), C(C)OCC (ethyl ether), C(C)N(CC)CC (triethylamine), C(C)#N (acetonitrile), ClCCl (dichloromethane), ClCCl (dichloromethane), ClCCl (dichloromethane). Product: Cl.Cl[C@H]1CCC([C@@H]2CN(C[C@H]12)C(CC1=C(C=CC=C1)N(C)C)=O)(C1=CC=CC=C1)C1=CC=CC=C1 ((3aR, 7S, 7aR)-7-chloro-2-[(2-dimethylaminophenyl)acetyl]-4,4-diphenylperhydroisoindole hydrochloride). Starting materials: C(=O)(N1C=NC=C1)N1C=NC=C1 (carbonyldiimidazole), Cl (hydrochloride), solution, Cl (hydrochloric acid), Cl.Cl[C@H]1CCC([C@@H]2CNC[C@H]12)(C1=CC=CC=C1)C1=CC=CC=C1 ((3aR, 7S, 7aR)-7-chloro-4,4-diphenylperhydroisoindole hydrochloride), CN(C1=C(C=CC=C1)CC(=O)O)C ((2-dimethylaminophenyl)acetic acid). Procedure: 0.39 g of carbonyldiimidazole is added to a solution, cooled to +4° C., of 0.43 g of (2-dimethylaminophenyl)acetic acid in 15 cm3 of dry dichloromethane. The mixture is stirred for one hour at +4° C. and then a solution of 0.84 g of (3aR, 7S, 7aR)-7-chloro-4,4-diphenylperhydroisoindole hydrochloride in 10 cm3 of dry dichloromethane is added followed by a solution of 0.34 cm3 of triethylamine in 10 cm3 of dry dichloromethane. The reaction mixture is stirred at room temperature for 20 hours, and t... Isolated yield 13.0%. As a reaction SMILES: C(N1C=CN=C1)(N1C=CN=C1)=O.[CH3:13][N:14]([CH3:25])[C:15]1[CH:20]=[CH:19][CH:18]=[CH:17][C:16]=1[CH2:21][C:22]([OH:24])=O.Cl.[Cl:27][C@@H:28]1[C@@H:36]2[C@@H:32]([CH2:33][NH:34][CH2:35]2)[C:31]([C:43]2[CH:48]=[CH:47][CH:46]=[CH:45][CH:44]=2)([C:37]2[CH:42]=[CH:41][CH:40]=[CH:39][CH:38]=2)[CH2:30][CH2:29]1.Cl>ClCCl.C(#N)C.C(OCC)C.C(N(CC)CC)C>[ClH:27].[Cl:27][C@@H:28]1[C@@H:36]2[C@@H:32]([CH2:33][N:34]([C:22](=[O:24])[CH2:21][C:16]3[CH:17]=[CH:18][CH:19]=[CH:20][C:15]=3[N:14]([CH3:13])[CH3:25])[CH2:35]2)[C:31]([C:37]2[CH:42]=[CH:41][CH:40]=[CH:39][CH:38]=2)([C:43]2[CH:48]=[CH:47][CH:46]=[CH:45][CH:44]=2)[CH2:30][CH2:29]1 |f:2.3,9.10|. The reactants are [BH4-].[Na+] (sodium borohydride), C(=O)C1=C(C=C(C(=O)OC)C=C1)CCC (methyl 4-formyl-3-propylbenzoate), [BH4-].[Na+] (sodium borohydride). Run in CO (methanol). Yields the product OCC1=C(C=C(C(=O)OC)C=C1)CCC (methyl 4-hydroxymethyl-3-propylbenzoate). Yield: 66.2%. Reaction SMILES: [CH:1]([C:3]1[CH:12]=[CH:11][C:6]([C:7]([O:9][CH3:10])=[O:8])=[CH:5][C:4]=1[CH2:13][CH2:14][CH3:15])=[O:2].[BH4-].[Na+]>CO>[OH:2][CH2:1][C:3]1[CH:12]=[CH:11][C:6]([C:7]([O:9][CH3:10])=[O:8])=[CH:5][C:4]=1[CH2:13][CH2:14][CH3:15] |f:1.2|. Reported procedure: To a solution of 0.609 g (2.96 mmol) of the product of Step C dissolved in 10 mL of methanol was added 0.056 g (1.48 mmol) of sodium borohydride in small portions as the reaction mixture was stirred at room temperature under a nitrogen atmosphere. After stirring for 30 minutes the excess sodium borohydride was quenched by addition of 10% aqueous NaHSO4. The methanol was removed in vacuo, and the residue was partitioned between EtOAc and water. The organic layer was separated, dried (MgSO4), filt... Reactants: CC[Si](CC)(CC)OC(C)C(NS(=O)(=O)c1c(C)cc(OC)c(C)c1C)C(=O)OCc1ccc2c(c1)OCO2, OCc1ccc2c(c1)OCO2, CCCCP(CCCC)CCCC, O=C(N=NC(=O)N1CCCCC1)N1CCCCC1, c1ccccc1. Yields the product CC[Si](CC)(CC)OC(C)C(C(=O)OCc1ccc2c(c1)OCO2)N(Cc1ccc2c(c1)OCO2)S(=O)(=O)c1c(C)cc(OC)c(C)c1C. As a reaction SMILES: [CH2:1]1[O:2][c:3]2[cH:4][c:5]([CH2:6][O:7][C:8]([CH:9]([CH:10]([CH3:11])[O:12][Si:13]([CH2:14][CH3:15])([CH2:16][CH3:17])[CH2:18][CH3:19])[NH:20][S:21](=[O:22])(=[O:23])[c:24]3[c:25]([CH3:34])[c:26]([CH3:33])[c:27]([O:31][CH3:32])[cH:28][c:29]3[CH3:30])=[O:35])[cH:36][cH:37][c:38]2[O:39]1.[CH2:40]1[O:41][c:42]2[cH:43][c:44]([CH2:49][OH:50])[cH:45][cH:46][c:47]2[O:48]1.[CH2:51]([P:52]([CH2:53][CH2:54][CH2:55][CH3:56])[CH2:57][CH2:58][CH2:59][CH3:60])[CH2:61][CH2:62][CH3:63].[N:64]([C:65]([N:66]1[CH2:67][CH2:68][CH2:69][CH2:70][CH2:71]1)=[O:72])=[N:73][C:74]([N:75]1[CH2:76][CH2:77][CH2:78][CH2:79][CH2:80]1)=[O:81].[cH:82]1[cH:83][cH:84][cH:85][cH:86][cH:87]1>>[CH2:1]1[O:2][c:3]2[cH:4][c:5]([CH2:6][O:7][C:8]([CH:9]([CH:10]([CH3:11])[O:12][Si:13]([CH2:14][CH3:15])([CH2:16][CH3:17])[CH2:18][CH3:19])[N:20]([S:21](=[O:22])(=[O:23])[c:24]3[c:25]([CH3:34])[c:26]([CH3:33])[c:27]([O:31][CH3:32])[cH:28][c:29]3[CH3:30])[CH2:49][c:44]3[cH:43][c:42]4[c:47]([cH:46][cH:45]3)[O:48][CH2:40][O:41]4)=[O:35])[cH:36][cH:37][c:38]2[O:39]1. Reactants: B, O=C1C(NS(=O)(=O)c2ccccc2)Cc2cc(-c3ccccc3)cnc2N1Cc1ccccc1, C1CCOC1, CO, C1CCOC1. Product: O=S(=O)(NC1Cc2cc(-c3ccccc3)cnc2N(Cc2ccccc2)C1)c1ccccc1. RXN SMILES: [BH3:40].[CH2:1]([c:2]1[cH:3][cH:4][cH:5][cH:6][cH:7]1)[N:8]1[C:9](=[O:34])[CH:10]([NH:24][S:25](=[O:26])(=[O:27])[c:28]2[cH:29][cH:30][cH:31][cH:32][cH:33]2)[CH2:11][c:12]2[cH:13][c:14](-[c:18]3[cH:19][cH:20][cH:21][cH:22][cH:23]3)[cH:15][n:16][c:17]21.[CH2:43]1[O:44][CH2:45][CH2:46][CH2:47]1.[CH3:41][OH:42].[O:35]1[CH2:36][CH2:37][CH2:38][CH2:39]1>>[CH2:1]([c:2]1[cH:3][cH:4][cH:5][cH:6][cH:7]1)[N:8]1[CH2:9][CH:10]([NH:24][S:25](=[O:26])(=[O:27])[c:28]2[cH:29][cH:30][cH:31][cH:32][cH:33]2)[CH2:11][c:12]2[cH:13][c:14](-[c:18]3[cH:19][cH:20][cH:21][cH:22][cH:23]3)[cH:15][n:16][c:17]21. The reactants are CN, CO, C=CC(O)C(NC(=O)c1ccc(F)cc1C(F)(F)F)C(=O)OCC. Yields the product C=CC(O)C(NC(=O)c1ccc(F)cc1C(F)(F)F)C(=O)NC. RXN SMILES: [CH3:25][NH2:26].[CH3:27][OH:28].[OH:1][CH:2]([CH:3]([C:4](=[O:5])[O:6][CH2:7][CH3:8])[NH:9][C:10]([c:11]1[c:12]([C:18]([F:19])([F:20])[F:21])[cH:13][c:14]([F:17])[cH:15][cH:16]1)=[O:22])[CH:23]=[CH2:24]>>[OH:1][CH:2]([CH:3]([C:4](=[O:5])[NH:26][CH3:25])[NH:9][C:10]([c:11]1[c:12]([C:18]([F:19])([F:20])[F:21])[cH:13][c:14]([F:17])[cH:15][cH:16]1)=[O:22])[CH:23]=[CH2:24]. Starting materials: BrBr (Bromine), C(N)(=S)NC=1C=C(C(=O)O)C=C(C1)OC (3-(carbamothioylamino)-5-methoxy-benzoic acid). Run in C(Cl)(Cl)Cl (chloroform). Yields the product NC=1SC2=C(N1)C=C(C=C2C(=O)O)OC (2-amino-5-methoxy-1,3-benzothiazole-7-carboxylic acid). The yield is 81.0%. Reaction SMILES: BrBr.[C:3]([NH:6][C:7]1[CH:8]=[C:9]([CH:13]=[C:14]([O:16][CH3:17])[CH:15]=1)[C:10]([OH:12])=[O:11])(=[S:5])[NH2:4]>C(Cl)(Cl)Cl>[NH2:4][C:3]1[S:5][C:8]2[C:9]([C:10]([OH:12])=[O:11])=[CH:13][C:14]([O:16][CH3:17])=[CH:15][C:7]=2[N:6]=1. Reported procedure: Bromine (56 μl, 1.09 mmol) was added to a suspension of 3-(carbamothioylamino)-5-methoxy-benzoic acid (248 mg, 1.09 mmol) in chloroform (7 mL). The reaction was stirred at ambient temperature resulting in large granules of solid material which were pulverized with a spatula. The chloroform was removed by pipette and the remaining solid was triturated with dichloromethane to give the product as a pale yellow solid, 200 mg, 81% yield.